From a dataset of the Open Reaction Database (ORD), a public repository of structured organic reaction records. describe an organic reaction: reactants, conditions, products, and yield Reactants: C(C1=CC=CC=C1)OCCO (2-benzyloxyethanol), C(C#C)(=O)O (propiolic acid), C1=CC=CC=C1 (benzene). The reagents and catalysts are C1(=CC=C(C=C1)S(=O)(=O)O)C (p-toluenesulfonic acid). The solvent is O (water). Yields the product C(C#C)(=O)OCCOCC1=CC=CC=C1 (2-benzyloxyethyl propiolate). Isolated yield 89.1%. RXN SMILES: [CH2:1]([O:8][CH2:9][CH2:10][OH:11])[C:2]1[CH:7]=[CH:6][CH:5]=[CH:4][CH:3]=1.[C:12](O)(=[O:15])[C:13]#[CH:14].C1C=CC=CC=1>C1(C)C=CC(S(O)(=O)=O)=CC=1.O>[C:12]([O:11][CH2:10][CH2:9][O:8][CH2:1][C:2]1[CH:7]=[CH:6][CH:5]=[CH:4][CH:3]=1)(=[O:15])[C:13]#[CH:14]. Procedure details: A mixture of 2 g of 2-benzyloxyethanol, 2.8 g of propiolic acid, 0.005 g of p-toluenesulfonic acid and 25 ml of benzene was refluxed with stirring for six hours while water formed was removed by a Dean-Stark water separator. After the reaction was completed, the reaction solution was washed successively with a 5% aqueous sodium bicarbonate solution and a saturated sodium chloride solution, and dried over anhydrous magnesium sulfate. After removal of the solvent under reduced pressure, the obtain... Reactants: 57a, [N+](=O)([O-])C1=C(C(=S)[O-])C=CC=C1 (2-nitrothiobenzoate), NC(=N)N (guanidine), C(C)O (ethanol). Run in O1CCCC1 (tetrahydrofuran). Reported procedure: The reactions of Equation 57 above can be run by methods known in the art. Thus, in reaction 57a, a 2-nitrothiobenzoate of Formula (LXXV) is reacted with guanidine in a solvent such as ethanol or tetrahydrofuran at 0° to about 30° C. for 2 to 120 hours to form a 2-nitrothiobenzoylguanidine of Formula (LXXVI), according to the teachings of J. Goerdeler and A. Fincke, Chem. Ber., 89, 1033 (1956). In reaction 57b, LXXVI is cyclized by reaction with bromine in methanol at 0° to 60° C. for 0.5 to 3 h... Product: [N+](=O)([O-])C1=C(C(=S)NC(=N)N)C=CC=C1 (2-nitrothiobenzoylguanidine). As a reaction SMILES: [N+:1]([C:4]1[CH:12]=[CH:11][CH:10]=[CH:9][C:5]=1[C:6]([O-])=[S:7])([O-:3])=[O:2].[NH2:13][C:14]([NH2:16])=[NH:15].C(O)C>O1CCCC1>[N+:1]([C:4]1[CH:12]=[CH:11][CH:10]=[CH:9][C:5]=1[C:6]([NH:15][C:14]([NH2:16])=[NH:13])=[S:7])([O-:3])=[O:2]. Reactants: CC1=CC2=C(N(C(=N2)[C@H](C)N)C2=CC=CC=C2)C=C1 ((S)-1-(5-Methyl-1-phenyl-1H-benzoimidazol-2-yl)ethylamine), ClC1=C2N=CNC2=NC=N1 (6-chloro-9H-purine), CCN(C(C)C)C(C)C (DIPEA). Solvent: C(CCC)O (n-butanol). Conditions: temperature 120 celsius, time 20 hour. Product: CC1=CC2=C(N(C(=N2)[C@H](C)NC2=C3N=CNC3=NC=N2)C2=CC=CC=C2)C=C1 ((S)—N-(1-(5-methyl-1-phenyl-1H-benzo[d]imidazol-2-yl)ethyl)-9H-purin-6-amine). As a reaction SMILES: [CH3:1][C:2]1[CH:19]=[CH:18][C:5]2[N:6]([C:12]3[CH:17]=[CH:16][CH:15]=[CH:14][CH:13]=3)[C:7]([C@@H:9]([NH2:11])[CH3:10])=[N:8][C:4]=2[CH:3]=1.Cl[C:21]1[N:29]=[CH:28][N:27]=[C:26]2[C:22]=1[N:23]=[CH:24][NH:25]2.CCN(C(C)C)C(C)C>C(O)CCC>[CH3:1][C:2]1[CH:19]=[CH:18][C:5]2[N:6]([C:12]3[CH:13]=[CH:14][CH:15]=[CH:16][CH:17]=3)[C:7]([C@@H:9]([NH:11][C:21]3[N:29]=[CH:28][N:27]=[C:26]4[C:22]=3[N:23]=[CH:24][NH:25]4)[CH3:10])=[N:8][C:4]=2[CH:3]=1. Procedure: A mixture of (S)-1-(5-methyl-1-phenyl-1H-benzoimidazol-2-yl)ethylamine from Example 14 (100 mg, 0.398 mmol), 6-chloro-9H-purine (74 mg, 0.478 mmol) and DIPEA (0.347 mL, 1.99 mmol) in n-butanol (2 mL) was stirred in a sealed vial for 20 h at 120° C. After cooling to RT, volatiles were removed under reduced pressure and the resulting residue was purified by column chromatography (Si—PCC, gradient 0-20% MeOH in EtOAc) and then triturated with acetonitrile affording 117 as an off-white solid (54 mg,... The reactants are C(CCC(=O)O)CC(C(=O)O)N (DL-2-aminopimelic acid), C(=O)(Cl)Cl (phosgene). The solvent is C1(=CC=CC=C1)C (toluene). Reaction conditions: temperature 50 celsius, time 8 hour. Yields the product O=C1OC(C(N1)CCCCC(=O)O)=O (2,5-Dioxo-4-oxazolidinepentanoic acid). RXN SMILES: [CH2:1]([CH2:7][CH:8]([NH2:12])[C:9]([OH:11])=[O:10])[CH2:2][CH2:3][C:4]([OH:6])=[O:5].[C:13](Cl)(Cl)=[O:14]>C1(C)C=CC=CC=1>[O:14]=[C:13]1[NH:12][CH:8]([CH2:7][CH2:1][CH2:2][CH2:3][C:4]([OH:6])=[O:5])[C:9](=[O:11])[O:10]1. Procedure: A suspension of 1.752 g of DL-2-aminopimelic acid, 55 ml of tetrahydrofuranand 16 ml of 1.93M phosgene in toluene is heated, in an oil bath, at 50° C. for 1 hour. Argon is bubbled through the reaction to remove the excess phosgene and the solvents are removed under house vacuum. The resulting oil is dissolved in 14 ml of ethyl alcohol, diluted with 14 ml of petroleum ether and the solution stored overnight at room temperature. The formed crystals are collected and dried to give 1.6 g of the desi... Reactants: C(C)(C)(C)C1=C(C=C(C=C1)CCC(CC1CCCCC1)O)NC(CC1C2=CC=CC=C2OC=2C=CC=CC12)=O (N-[2-t-Butyl-5-(4-cyclohexyl-3-hydroxybutyl)phenyl]-2-(9H-xanthen-9-yl)acetamide), Cl.N1(C=NC=C1)CC(=O)O (2-(1-imidazolyl)acetic acid hydrochloride), C1(CCCCC1)N=C=NC1CCCCC1 (dicyclohexylcarbodiimide), N1=CC=CC=C1 (pyridine). The reagents and catalysts are CN(C)C1=CC=NC=C1 (4-(N,N-dimethylamino)pyridine). Run at time 3 day. Procedure: A suspension comprising 422 mg (0.80 mmol) of N-[2-t-butyl-5-(4-cyclohexyl-3-hydroxybutyl)phenyl]-2-(9H-xanthen-9-yl)acetamide (prepared as described in Example 12), 311 mg (1.51 mmol) of dicyclohexylcarbodiimide, 142 μl (1.76 mmol) of pyridine, 20 mg (0.16 mmol) of 4-(N,N-dimethylamino)pyridine and 156 mg (0.96 mmol) of 2-(1-imidazolyl)acetic acid hydrochloride in 10 ml of methylene chloride was stirred for 3 days. At the end of this time, insoluble materials were filtered off, and the filtrate... RXN SMILES: [C:1]([C:5]1[CH:10]=[CH:9][C:8]([CH2:11][CH2:12][CH:13]([OH:21])[CH2:14][CH:15]2[CH2:20][CH2:19][CH2:18][CH2:17][CH2:16]2)=[CH:7][C:6]=1[NH:22][C:23](=[O:39])[CH2:24][CH:25]1[C:38]2[CH:37]=[CH:36][CH:35]=[CH:34][C:33]=2[O:32][C:31]2[C:26]1=[CH:27][CH:28]=[CH:29][CH:30]=2)([CH3:4])([CH3:3])[CH3:2].C1(N=C=NC2CCCCC2)CCCCC1.N1C=CC=CC=1.[ClH:61].[N:62]1([CH2:67][C:68](O)=[O:69])[CH:66]=[CH:65][N:64]=[CH:63]1>CN(C1C=CN=CC=1)C.C(Cl)Cl>[ClH:61].[C:1]([C:5]1[CH:10]=[CH:9][C:8]([CH2:11][CH2:12][CH:13]([O:21][C:68](=[O:69])[CH2:67][N:62]2[CH:66]=[CH:65][N:64]=[CH:63]2)[CH2:14][CH:15]2[CH2:16][CH2:17][CH2:18][CH2:19][CH2:20]2)=[CH:7][C:6]=1[NH:22][C:23](=[O:39])[CH2:24][CH:25]1[C:26]2[CH:27]=[CH:28][CH:29]=[CH:30][C:31]=2[O:32][C:33]2[C:38]1=[CH:37][CH:36]=[CH:35][CH:34]=2)([CH3:4])([CH3:2])[CH3:3] |f:3.4,7.8|. The solvent is C(Cl)Cl (methylene chloride). Product: Cl.C(C)(C)(C)C1=C(C=C(C=C1)CCC(CC1CCCCC1)OC(CN1C=NC=C1)=O)NC(CC1C2=CC=CC=C2OC=2C=CC=CC12)=O (N-(2-t-Butyl-5-{3-[2-(1-imidazolyl)acetoxy]-4-cyclohexylbutyl}phenyl)-2-(9H-xanthen-9-yl)acetamide hydrochloride). Reactants: NC1=C2C(=C(C=3C(N(C(C13)=O)CCCCCCCC)=O)N)C(C1=CC=CC=C1C2=O)=O (4,11-diamino-2-n-octyl-1H-naphth[2,3-f] isoindole-1,3,5,10(2H)-tetrone), ice water, OS(=O)(=O)O.O=S(=O)=O (oleum), NC1=C(C(=C(C=2C(C3=CC=CC=C3C(C12)=O)=O)N)C#N)C#N (1,4-diamino anthraquinone-2,3-dinitrile). Reaction conditions: temperature 100 celsius, time 2 hour. The product is NC1=C2C(=C(C=3C(C4=CC=CC=C4C(C13)=O)=O)N)C(=O)OC2=O (1,4-diamino anthraquinone-2,3-dicarboxylic acid anhydride). As a reaction SMILES: [NH2:1][C:2]1[C:10]2[C:9](=[O:11])N(CCCCCCCC)[C:7](=[O:20])[C:6]=2[C:5]([NH2:21])=[C:4]2[C:22](=[O:31])[C:23]3[C:28]([C:29](=[O:30])[C:3]=12)=[CH:27][CH:26]=[CH:25][CH:24]=3.[OH:32]S(O)(=O)=O.O=S(=O)=O.NC1C2C(=O)C3C(=CC=CC=3)C(=O)C=2C(N)=C(C#N)C=1C#N>>[NH2:21][C:5]1[C:4]2[C:22](=[O:31])[C:23]3[C:28](=[CH:27][CH:26]=[CH:25][CH:24]=3)[C:29](=[O:30])[C:3]=2[C:2]([NH2:1])=[C:10]2[C:9]([O:32][C:7](=[O:20])[C:6]=12)=[O:11] |f:1.2|. Procedure: (B-Cyan-4) Synthesis of 4,11-diamino-2-n-octyl-1H-naphth[2,3-f] isoindole-1,3,5,10(2H)-tetrone cyan dye. To 120 grams of 15 percent oleum (fuming sulfuric acid having 15 percent sulfur trioxide), 10.0 grams of 1,4-diamino anthraquinone-2,3-dinitrile were added at 30° C. and the mixture stirred for two hours. This reaction mixture was poured into 1,000 grams of ice water and the precipitates were filtered. The wet precipitates were added to 400 grams of cooled water and dissolved by the addition ... Product: CCCCSc1cc([N+](=O)[O-])cc(C(O)=NC)c1C(=O)O. As a reaction SMILES: [C:25](=[O:26])([O-:27])[O-:28].[CH2:20]([CH2:21][CH2:22][CH3:23])[SH:24].[CH3:1][N:2]=[C:3]([c:4]1[c:5]([C:6](=[O:7])[OH:8])[c:9]([N+:16]([O-:17])=[O:18])[cH:10][c:11]([N+:13](=[O:14])[O-:15])[cH:12]1)[OH:19].[K+:29].[K+:30].[O:31]1[CH2:32][CH2:33][CH2:34][CH2:35]1>>[CH3:1][N:2]=[C:3]([c:4]1[c:5]([C:6](=[O:7])[OH:8])[c:9]([S:24][CH2:20][CH2:21][CH2:22][CH3:23])[cH:10][c:11]([N+:13](=[O:14])[O-:15])[cH:12]1)[OH:19]. Reactants: O=C([O-])[O-], CCCCS, CN=C(O)c1cc([N+](=O)[O-])cc([N+](=O)[O-])c1C(=O)O, [K+], [K+], C1CCOC1.